Dataset: the Open Reaction Database (ORD), a public repository of structured organic reaction records. Task: describe an organic reaction: reactants, conditions, products, and yield Reactants: C(C)(C)(C)OC(=O)N1CCN(CC1)C1=NC=C(C=C1)C(NC1=CC(=C(C=C1)C)I)=O (4-[5-(3-iodo-4-methyl-phenylcarbamoyl)-pyridin-2-yl]-piperazine-1-carboxylic acid tert-butyl ester), CC1(C(=O)OC(C1)=O)C (2,2-dimethysuccinic anhydride), IC1=C(C=C(C=C1)NC(=O)C=1C=CC(=NC1)N1CCN(CC1)C(CC(C(=O)O)(C)C)=O)C (4-{4-[5-(4-iodo-3-methyl-phenylcarbamoyl)-pyridin-2-yl]-piperazin-1-yl}-dimethyl-4-oxo-butyric acid). Product: IC=1C=C(C=CC1C)NC(=O)C=1C=CC(=NC1)N1CCN(CC1)C(CC(C(=O)O)(C)C)=O (4-{4-[5-(3-Iodo-4-methyl-phenylcarbamoyl)-pyridin-2-yl]-piperazin-1-yl}-2,2-dimethyl-4-oxo-butyric acid). As a reaction SMILES: C([O:5][C:6]([N:8]1[CH2:13][CH2:12][N:11]([C:14]2[CH:19]=[CH:18][C:17]([C:20](=[O:30])[NH:21][C:22]3[CH:27]=[CH:26][C:25]([CH3:28])=[C:24]([I:29])[CH:23]=3)=[CH:16][N:15]=2)[CH2:10][CH2:9]1)=O)(C)(C)C.[CH3:31][C:32]1([CH3:39])[CH2:37]C(=O)[O:35][C:33]1=[O:34].IC1C=CC(NC(C2C=CC(N3CCN(C(=O)CC(C)(C)C(O)=O)CC3)=NC=2)=O)=CC=1C>>[I:29][C:24]1[CH:23]=[C:22]([NH:21][C:20]([C:17]2[CH:18]=[CH:19][C:14]([N:11]3[CH2:12][CH2:13][N:8]([C:6](=[O:5])[CH2:31][C:32]([CH3:39])([CH3:37])[C:33]([OH:35])=[O:34])[CH2:9][CH2:10]3)=[N:15][CH:16]=2)=[O:30])[CH:27]=[CH:26][C:25]=1[CH3:28]. Procedure: 4-{4-[5-(3-Iodo-4-methyl-phenylcarbamoyl)-pyridin-2-yl]-piperazin-1-yl}-2,2-dimethyl-4-oxo-butyric acid was prepared from 4-[5-(3-iodo-4-methyl-phenylcarbamoyl)-pyridin-2-yl]-piperazine-1-carboxylic acid tert-butyl ester and 2,2-dimethysuccinic anhydride following a procedure similar to the one described in the synthesis of 4-{4-[5-(4-iodo-3-methyl-phenylcarbamoyl)-pyridin-2-yl]-piperazin-1-yl}-dimethyl-4-oxo-butyric acid above. HRMS m/z calcd for C23H27N4O4I [M+H]+: 551.1150. Found: 551.1152.